Dataset: the Open Reaction Database (ORD), a public repository of structured organic reaction records. Task: describe an organic reaction: reactants, conditions, products, and yield Starting materials: ice, Cl (hydrochloric acid), ClC=1C(=C(C(=O)Cl)C=C(C1F)F)F (3-chloro-2,4,5-trifluorobenzoyl chloride), C(CCC)[Li] (n-butyllithium), C(CCC)[Li] (n-butyllithium), C(C)OC(CC(=O)O)=O (malonic acid monoethyl ester). The solvent is O1CCCC1 (tetrahydrofuran), O1CCCC1 (tetrahydrofuran). Reaction conditions: temperature -5 celsius, time 1 hour. Yields the product ClC=1C(=C(C=C(C1F)F)C(CC(=O)OCC)=O)F (Ethyl β-(3-chloro-2,4,5-trifluorophenyl)-β-oxopropionate). The yield is 89.1%. Reaction SMILES: [CH2:1]([O:3][C:4](=[O:9])[CH2:5][C:6]([OH:8])=O)[CH3:2].C([Li])CCC.[Cl:15][C:16]1[C:17]([F:27])=[C:18]([CH:22]=[C:23]([F:26])[C:24]=1[F:25])C(Cl)=O.Cl>O1CCCC1>[Cl:15][C:16]1[C:17]([F:27])=[C:18]([C:6](=[O:8])[CH2:5][C:4]([O:3][CH2:1][CH3:2])=[O:9])[CH:22]=[C:23]([F:26])[C:24]=1[F:25]. Reported procedure: To a mixture of 2.64 g (20 mmol) of malonic acid monoethyl ester, 0.10 g (catalytic amount) of dipyridyl, and 50 ml of dry tetrahydrofuran at -30° C. is added 13 ml of n-butyllithium (1.55 M, 20.2 mmol) at a rapid rate. When addition is complete, the solution is warmed to -5° C., and another 13 ml of n-butyllithium (1.55 M, 20.2 mmol) is added dropwise until a pale pink color persists for ten minutes. The suspension is then cooled to -78° C. To this mixture is added a solution of 2.3 g (10 mmol)...